The task is: describe an organic reaction: reactants, conditions, products, and yield. This data is from the Open Reaction Database (ORD), a public repository of structured organic reaction records. The reactants are B, CC(C)(C)OC(=O)NC1CCC(C(=O)O)CC1, [Na], C1CCOC1, O. Product: CC(C)(C)OC(=O)NC1CCC(CO)CC1. As a reaction SMILES: [BH3:1].[C:3]([CH3:4])([CH3:5])([CH3:6])[O:7][C:8](=[O:9])[NH:10][CH:11]1[CH2:12][CH2:13][CH:14]([C:17](=[O:18])[OH:19])[CH2:15][CH2:16]1.[Na:2].[O:21]1[CH2:22][CH2:23][CH2:24][CH2:25]1.[OH2:20]>>[C:3]([CH3:4])([CH3:5])([CH3:6])[O:7][C:8](=[O:9])[NH:10][CH:11]1[CH2:12][CH2:13][CH:14]([CH2:17][OH:18])[CH2:15][CH2:16]1. The reactants are CC(C)Oc1cc(C(C)(C)C)ccc1C1=NC(C)(c2ccc(Cl)cc2)C(C)(c2ccc(Cl)cc2)N1C(=O)Cl, COCCNCCOC. Yields the product COCCN(CCOC)C(=O)N1C(c2ccc(C(C)(C)C)cc2OC(C)C)=NC(C)(c2ccc(Cl)cc2)C1(C)c1ccc(Cl)cc1. As a reaction SMILES: [C:1]([CH3:2])([CH3:3])([CH3:4])[c:5]1[cH:6][c:7]([O:35][CH:36]([CH3:37])[CH3:38])[c:8]([C:11]2=[N:15][C:14]([CH3:16])([c:17]3[cH:18][cH:19][c:20]([Cl:23])[cH:21][cH:22]3)[C:13]([CH3:24])([c:25]3[cH:26][cH:27][c:28]([Cl:31])[cH:29][cH:30]3)[N:12]2[C:32](=[O:33])[Cl:34])[cH:9][cH:10]1.[CH3:39][O:40][CH2:41][CH2:42][NH:43][CH2:44][CH2:45][O:46][CH3:47]>>[C:1]([CH3:2])([CH3:3])([CH3:4])[c:5]1[cH:6][c:7]([O:35][CH:36]([CH3:37])[CH3:38])[c:8]([C:11]2=[N:15][C:14]([CH3:16])([c:17]3[cH:18][cH:19][c:20]([Cl:23])[cH:21][cH:22]3)[C:13]([CH3:24])([c:25]3[cH:26][cH:27][c:28]([Cl:31])[cH:29][cH:30]3)[N:12]2[C:32](=[O:33])[N:43]([CH2:42][CH2:41][O:40][CH3:39])[CH2:44][CH2:45][O:46][CH3:47])[cH:9][cH:10]1. The reactants are COC1=C(C=CC=C1)C=1C=C2C(=CC(NC2=CC1)(C)C)CNCCC ([6-(2-Methoxyphenyl)-2,2-dimethyl-1,2-dihydroquinolin-4-ylmethyl]propylamine), BrCC1=CC(NC2=CC=C(C=C12)C1=C(C=CC=C1)OC)(C)C (4-bromomethyl-6-(2-methoxyphenyl)-2,2-dimethyl-1,2-dihydroquinoline), C([O-])([O-])=O.[K+].[K+] (potassium carbonate). The solvent is C(CC)N (1-propylamine). Yields the product COC1=C(C=CC=C1)C=1C=C2C(=CC(NC2=CC1)(C)C)CNC1=CC=CC=C1 ([6-(2-methoxyphenyl)-2,2-dimethyl-1,2-dihydroquinolin-4-ylmethyl]phenylamine). As a reaction SMILES: [CH3:1][O:2][C:3]1[CH:8]=[CH:7][CH:6]=[CH:5][C:4]=1[C:9]1[CH:10]=[C:11]2[C:16](=[CH:17][CH:18]=1)[NH:15][C:14]([CH3:20])([CH3:19])[CH:13]=[C:12]2[CH2:21][NH:22][CH2:23][CH2:24][CH3:25].Br[CH2:27][C:28]1C2C(=CC=C(C3C=CC=CC=3OC)C=2)NC(C)(C)[CH:29]=1.C(=O)([O-])[O-].[K+].[K+]>C(N)CC>[CH3:1][O:2][C:3]1[CH:8]=[CH:7][CH:6]=[CH:5][C:4]=1[C:9]1[CH:10]=[C:11]2[C:16](=[CH:17][CH:18]=1)[NH:15][C:14]([CH3:20])([CH3:19])[CH:13]=[C:12]2[CH2:21][NH:22][C:23]1[CH:29]=[CH:28][CH:27]=[CH:25][CH:24]=1 |f:2.3.4|. Procedure details: [6-(2-Methoxyphenyl)-2,2-dimethyl-1,2-dihydroquinolin-4-ylmethyl]propylamine 44 mg of 4-bromomethyl-6-(2-methoxyphenyl)-2,2-dimethyl-1,2-dihydroquinoline, 46 mg of potassium carbonate, and 30 μL of 1-propylamine reacted to give 4.6 mg of the title compound as a foam.